This data is from the Open Reaction Database (ORD), a public repository of structured organic reaction records. The task is: describe an organic reaction: reactants, conditions, products, and yield Starting materials: ClC1=C(C(=O)O)C=CC=C1 (2-chlorobenzoic acid), C1=CN(C=N1)C(=O)N2C=CN=C2 (CDI), C(CCCC)N(C(=O)N1CCCC2=CC=CC=C12)CC1=CC=C(C=C1)C1=C(C=CC=C1)S(N)(=O)=O (1-[N-Pentyl-N-[(2'-sulfamoylbiphenyl-4-yl)meth-yl]carbamoyl]-1,2,3,4-tetrahydroquinoline), C1CCC2=NCCCN2CC1 (DBU). Product: ClC1=C(C(=O)NS(=O)(=O)C2=C(C=CC=C2)C2=CC=C(C=C2)CN(C(=O)N2CCCC3=CC=CC=C23)CCCCC)C=CC=C1 (1-[N-[[2'-[N-(2-Chlorobenzoyl)sulfamoyl]biphenyl-4-yl]-methyl]-N-pentylcarbamoyl]-1,2,3,4-tetrahydroquinoline), desired material. Yield: 78.0%. RXN SMILES: [Cl:1][C:2]1[CH:10]=[CH:9][CH:8]=[CH:7][C:3]=1[C:4]([OH:6])=O.C1N=CN(C(N2C=NC=C2)=O)C=1.[CH2:23]([N:28]([CH2:41][C:42]1[CH:47]=[CH:46][C:45]([C:48]2[CH:53]=[CH:52][CH:51]=[CH:50][C:49]=2[S:54](=[O:57])(=[O:56])[NH2:55])=[CH:44][CH:43]=1)[C:29]([N:31]1[C:40]2[C:35](=[CH:36][CH:37]=[CH:38][CH:39]=2)[CH2:34][CH2:33][CH2:32]1)=[O:30])[CH2:24][CH2:25][CH2:26][CH3:27].C1CCN2C(=NCCC2)CC1>>[Cl:1][C:2]1[CH:10]=[CH:9][CH:8]=[CH:7][C:3]=1[C:4]([NH:55][S:54]([C:49]1[CH:50]=[CH:51][CH:52]=[CH:53][C:48]=1[C:45]1[CH:44]=[CH:43][C:42]([CH2:41][N:28]([CH2:23][CH2:24][CH2:25][CH2:26][CH3:27])[C:29]([N:31]2[C:40]3[C:35](=[CH:36][CH:37]=[CH:38][CH:39]=3)[CH2:34][CH2:33][CH2:32]2)=[O:30])=[CH:47][CH:46]=1)(=[O:57])=[O:56])=[O:6]. Procedure details: The title compound was prepared from 2-chlorobenzoic acid (2.0 equivalents), CDI (2.0 equiv), 1-[N-pentyl-N-[(2'-sulfamoylbiphenyl-4-yl)methyl]carbamoyl]-1,2,3,4-tetrahydroquinoline (from Step B) (1.0 equiv), and DBU (2.0 equiv), according to the procedure of Example 3, Step C, to give a 78% yield of the desired material after flash chromatography as an off-white solid, mp 71°-74° C.; homogeneous by TLC in 9:1 CH2Cl2 --MeOH; FAB-MS m/e 630 (M+1)+. Reactants: Brc1ccc(OCc2ccccc2)cc1, C1CCOC1, CCOC(=O)C(C)(C)C(=O)OCC, [Li]C(C)CC. Yields the product CCOC(=O)C(C)(C)C(=O)c1ccc(OCc2ccccc2)cc1. RXN SMILES: [Br:6][c:7]1[cH:8][cH:9][c:10]([O:13][CH2:14][c:15]2[cH:16][cH:17][cH:18][cH:19][cH:20]2)[cH:11][cH:12]1.[CH2:34]1[O:35][CH2:36][CH2:37][CH2:38]1.[CH3:21][C:22]([C:23](=[O:24])[O:25][CH2:26][CH3:27])([C:28](=[O:29])[O:30][CH2:31][CH3:32])[CH3:33].[CH:1]([Li:2])([CH2:3][CH3:4])[CH3:5]>>[c:7]1([C:28]([C:22]([CH3:21])([C:23](=[O:24])[O:25][CH2:26][CH3:27])[CH3:33])=[O:29])[cH:8][cH:9][c:10]([O:13][CH2:14][c:15]2[cH:16][cH:17][cH:18][cH:19][cH:20]2)[cH:11][cH:12]1. The reactants are [Br-], CC[Mg+], C1CCOC1, O=Cc1ccccn1. The product is CCC(O)c1ccccn1. Reaction SMILES: [Br-:9].[CH2:10]([CH3:11])[Mg+:12].[CH2:13]1[O:14][CH2:15][CH2:16][CH2:17]1.[n:1]1[c:2]([CH:7]=[O:8])[cH:3][cH:4][cH:5][cH:6]1>>[n:1]1[c:2]([CH:7]([OH:8])[CH2:10][CH3:11])[cH:3][cH:4][cH:5][cH:6]1. Reactants: C(O)([O-])=O.[Na+] (sodium hydrogen carbonate), O1C(OCCC1)CCN1N=C(C2=CC(=CC=C12)OC(F)F)C=1N=C2C(=NC1)N(C=C2C(=O)NC(C)(C)C)COCC[Si](C)(C)C (2-(1-(2-(1,3-Dioxan-2-yl)ethyl)-5-(difluoromethoxy)-1H-indazol-3-yl)-N-tert-butyl-5-((2-(trimethylsilyl)ethoxy)methyl)-5H-pyrrolo[2,3-b]pyrazine-7-carboxamide), Cl (HCl), Cl (HCl). Solvent: C1CCOC1 (THF). Run at temperature 25 celsius, time 8 hour. Yields the product C(C)(C)(C)NC(=O)C1=CN(C2=NC=C(N=C21)C2=NN(C1=CC=C(C=C21)OC(F)F)CCC=O)COCC[Si](C)(C)C (N-tert-butyl-2-(5-(difluoromethoxy)-1-(3-oxopropyl)-1H-indazol-3-yl)-5-((2-(trimethylsilyl)ethoxy)methyl)-5H-pyrrolo[2,3-b]pyrazine-7-carboxamide). The yield is 28.7%. As a reaction SMILES: [O:1]1CCCO[CH:2]1[CH2:7][CH2:8][N:9]1[C:17]2[C:12](=[CH:13][C:14]([O:18][CH:19]([F:21])[F:20])=[CH:15][CH:16]=2)[C:11]([C:22]2[N:23]=[C:24]3[C:30]([C:31]([NH:33][C:34]([CH3:37])([CH3:36])[CH3:35])=[O:32])=[CH:29][N:28]([CH2:38][O:39][CH2:40][CH2:41][Si:42]([CH3:45])([CH3:44])[CH3:43])[C:25]3=[N:26][CH:27]=2)=[N:10]1.Cl.C(=O)([O-])O.[Na+]>C1COCC1>[C:34]([NH:33][C:31]([C:30]1[C:24]2[C:25](=[N:26][CH:27]=[C:22]([C:11]3[C:12]4[C:17](=[CH:16][CH:15]=[C:14]([O:18][CH:19]([F:21])[F:20])[CH:13]=4)[N:9]([CH2:8][CH2:7][CH:2]=[O:1])[N:10]=3)[N:23]=2)[N:28]([CH2:38][O:39][CH2:40][CH2:41][Si:42]([CH3:45])([CH3:44])[CH3:43])[CH:29]=1)=[O:32])([CH3:36])([CH3:35])[CH3:37] |f:2.3|. Procedure details: 2-(1-(2-(1,3-Dioxan-2-yl)ethyl)-5-(difluoromethoxy)-1H-indazol-3-yl)-N-tert-butyl-5-((2-(trimethylsilyl)ethoxy)methyl)-5H-pyrrolo[2,3-b]pyrazine-7-carboxamide (130 mg, 202 μmol) was dissolved in THF (3 mL), and HCl 3N (672 μL, 2.02 mmol0.00) was added. After stirring the mixture at 25° C. overnight, TLC and LCMS showed about 10% conversion. Added 0.5 mL of concentrated HCl and reaction heated to 50° C. for 48 h more. A saturated aqueous sodium hydrogen carbonate solution was added to the reactio... The reactants are O (water), BrC=1C=CC(=NC1)N (5-bromopyridin-2-ylamine), BrCC(=O)OCC (ethyl 2-bromoacetate), ClCCl (dichloromethane). Conditions: time 48 hour. Yields the product BrC=1C=CC=2N(C1)CC(N2)=O (6-Bromo-3H-imidazo[1,2-a]pyridin-2-one). Reaction SMILES: [Br:1][C:2]1[CH:3]=[CH:4][C:5]([NH2:8])=[N:6][CH:7]=1.O.ClCCl.Br[CH2:14][C:15](OCC)=[O:16]>>[Br:1][C:2]1[CH:3]=[CH:4][C:5]2[N:6]([CH2:14][C:15](=[O:16])[N:8]=2)[CH:7]=1. Procedure details: 3.0 g of 5-bromopyridin-2-ylamine in 5.8 ml of ethyl 2-bromoacetate are placed in a round-bottomed flask and stirred at ambient temperature for 48 h. A precipitate forms, and is recovered by filtration, washed with diethyl ether and oven-dried under reduced pressure. The solid is then taken up in 50 ml of ethanol, and 2.18 g of sodium hydrogencarbonate are added thereto. The reaction mixture is heated at the reflux of the solvent for 5 h, cooled to ambient temperature, and then concentrated unde... Starting materials: C1=C(NC=N1)/C=C/C(=O)O (Urocanic acid), C1=C(NC=N1)/C=C/C(=O)O (Urocanic acid), CO (MeOH). Reagents/catalysts: [Pd] (Pd on carbon). The solvent is Cl (HCl). Run at time 8 hour. Product: N1C=NC=C1CCC(=O)O (3-(1H-Imidazol-5-yl)-propionic acid). Reaction SMILES: [CH:1]1[N:5]=[CH:4][NH:3][C:2]=1/[CH:6]=[CH:7]/[C:8]([OH:10])=[O:9].CO>Cl.[Pd]>[NH:3]1[C:2]([CH2:6][CH2:7][C:8]([OH:10])=[O:9])=[CH:1][N:5]=[CH:4]1. Procedure details: Urocanic acid (compound i, where R2 is H)(1.38 g, 10.0 mmol) was dissolved in 5% aqueous HCl (20 ml) plus MeOH (15 ml) containing 10% Pd on carbon (100 mg) and the mixture was shaken overnight under about 30 psi H2. The catalyst was removed by filtration through a 3 cm pad of diatomaceous earth and the filtrate was concentrated to a solid and dried overnight under vacuum. The crude material was used without further purification. Mass spec. 141.4 MH+ Starting materials: FC(C(=O)O)(F)F.FC=1C(=C(C=CC1F)C1CCN(CC1)C(=O)C1=NNC=2CNCCC21)C(F)(F)F ((4-(3,4-Difluoro-2-(trifluoromethyl)phenyl)piperidin-1-yl)(4,5,6,7-tetrahydro-1H-pyrazolo[3,4-c]pyridin-3-yl)methanone Trifluoroacetic Acid Salt), C(C)(=O)Cl (acetyl chloride). The product is FC=1C(=C(C=CC1F)C1CCN(CC1)C(=O)C1=NNC=2CN(CCC21)C(C)=O)C(F)(F)F (1-(3-(4-(3,4-difluoro-2-(trifluoromethyl)phenyl)piperidine-1-carbonyl)-4,5-dihydro-1H-pyrazolo[3,4-c]pyridin-6(7H)-yl)ethanone). The yield is 80.0%. Reaction SMILES: F[C:2](F)(F)[C:3](O)=[O:4].[F:8][C:9]1[C:10]([C:33]([F:36])([F:35])[F:34])=[C:11]([CH:16]2[CH2:21][CH2:20][N:19]([C:22]([C:24]3[C:32]4[CH2:31][CH2:30][NH:29][CH2:28][C:27]=4[NH:26][N:25]=3)=[O:23])[CH2:18][CH2:17]2)[CH:12]=[CH:13][C:14]=1[F:15].C(Cl)(=O)C>>[F:8][C:9]1[C:10]([C:33]([F:34])([F:35])[F:36])=[C:11]([CH:16]2[CH2:17][CH2:18][N:19]([C:22]([C:24]3[C:32]4[CH2:31][CH2:30][N:29]([C:3](=[O:4])[CH3:2])[CH2:28][C:27]=4[NH:26][N:25]=3)=[O:23])[CH2:20][CH2:21]2)[CH:12]=[CH:13][C:14]=1[F:15] |f:0.1|. Procedure details: Following general procedure GP-G1, (4-(3,4-difluoro-2-(trifluoromethyl)phenyl)piperidin-1-yl)(4,5,6,7-tetrahydro-1H-pyrazolo[3,4-c]pyridin-3-yl)methanone TFA salt (34) and acetyl chloride were converted to give 1-(3-(4-(3,4-difluoro-2-(trifluoromethyl)phenyl)piperidine-1-carbonyl)-4,5-dihydro-1H-pyrazolo[3,4-c]pyridin-6(7H)-yl)ethanone as a white solid (29.2 g, 80%): 1H NMR (500 MHz, CDCl3) δ10.59 (br, 1H), 7.36-7.29 (m, 1H), 7.15 (m, 1H), 4.81 (br, 2H), 4.77 and 4.65 (s, 2H), 3.85 (br, 1H), 3.6...